describe an organic reaction: reactants, conditions, products, and yield From a dataset of the Open Reaction Database (ORD), a public repository of structured organic reaction records. Reactants: COc1ccc(Cn2c(=O)c3cc(CC(F)(F)F)sc3n(Cc3ccc(-c4ccccc4C#N)cc3)c2=O)c(OC)c1, Cc1ccccc1, O=C(O)C(F)(F)F. Yields the product N#Cc1ccccc1-c1ccc(Cn2c(=O)[nH]c(=O)c3cc(CC(F)(F)F)sc32)cc1. RXN SMILES: [CH3:1][O:2][c:3]1[cH:4][c:5]([O:37][CH3:38])[cH:39][cH:40][c:41]1[CH2:42][n:6]1[c:7](=[O:36])[n:8]([CH2:21][c:22]2[cH:23][cH:24][c:25](-[c:28]3[c:29]([C:34]#[N:35])[cH:30][cH:31][cH:32][cH:33]3)[cH:26][cH:27]2)[c:9]2[c:10]([c:11]1=[O:12])[cH:13][c:14]([CH2:16][C:17]([F:18])([F:19])[F:20])[s:15]2.[CH3:50][c:51]1[cH:52][cH:53][cH:54][cH:55][cH:56]1.[OH:43][C:44]([C:45]([F:46])([F:47])[F:48])=[O:49]>>[nH:6]1[c:7](=[O:36])[n:8]([CH2:21][c:22]2[cH:23][cH:24][c:25](-[c:28]3[c:29]([C:34]#[N:35])[cH:30][cH:31][cH:32][cH:33]3)[cH:26][cH:27]2)[c:9]2[c:10]([c:11]1=[O:12])[cH:13][c:14]([CH2:16][C:17]([F:18])([F:19])[F:20])[s:15]2. The reactants are [Li]CCCC, CC(=O)C(=CN(C)C)c1cccc(C(F)(F)F)c1, CCCCCC, CC(C)NC(C)C, FC(F)(F)SCl, C1CCOC1. The product is CN(C)C=C(C(=O)CSC(F)(F)F)c1cccc(C(F)(F)F)c1. As a reaction SMILES: [CH2:8]([Li:9])[CH2:10][CH2:11][CH3:12].[CH3:13][N:14]([CH:15]=[C:16]([C:17]([CH3:18])=[O:19])[c:20]1[cH:21][c:22]([C:26]([F:27])([F:28])[F:29])[cH:23][cH:24][cH:25]1)[CH3:30].[CH3:37][CH2:38][CH2:39][CH2:40][CH2:41][CH3:42].[CH:1]([NH:2][CH:3]([CH3:4])[CH3:5])([CH3:6])[CH3:7].[F:31][C:32]([S:33][Cl:34])([F:35])[F:36].[O:43]1[CH2:44][CH2:45][CH2:46][CH2:47]1>>[CH3:13][N:14]([CH:15]=[C:16]([C:17]([CH2:18][S:33][C:32]([F:31])([F:35])[F:36])=[O:19])[c:20]1[cH:21][c:22]([C:26]([F:27])([F:28])[F:29])[cH:23][cH:24][cH:25]1)[CH3:30]. Starting materials: ClC1=C2C(=NN=C1C1=CC=CC=C1)NN=C2C2=CC=CC=C2 (4-chloro-3,5-diphenyl-1H-pyrazolo[3,4-c]pyridazine), N1(N=CC=C1)CCO (2-(1H-pyrazol-1-yl)ethanol). The product is ClC1=C2C(=NN=C1C1=CC=CC=C1)N(N=C2C2=CC=CC=C2)CCN2N=CC=C2 (4-chloro-3,5-diphenyl-1-(2-pyrazol-1-ylethyl)pyrazolo[3,4-c]pyridazine). Reaction SMILES: [Cl:1][C:2]1[C:7]([C:8]2[CH:13]=[CH:12][CH:11]=[CH:10][CH:9]=2)=[N:6][N:5]=[C:4]2[NH:14][N:15]=[C:16]([C:17]3[CH:22]=[CH:21][CH:20]=[CH:19][CH:18]=3)[C:3]=12.[N:23]1([CH2:28][CH2:29]O)[CH:27]=[CH:26][CH:25]=[N:24]1>>[Cl:1][C:2]1[C:7]([C:8]2[CH:9]=[CH:10][CH:11]=[CH:12][CH:13]=2)=[N:6][N:5]=[C:4]2[N:14]([CH2:29][CH2:28][N:23]3[CH:27]=[CH:26][CH:25]=[N:24]3)[N:15]=[C:16]([C:17]3[CH:18]=[CH:19][CH:20]=[CH:21][CH:22]=3)[C:3]=12. Procedure details: Compound XIVa was synthesized from 4-chloro-3,5-diphenyl-1H-pyrazolo[3,4-c]pyridazine and 2-(1H-pyrazol-1-yl)ethanol following the general procedure for the Mitsunobu reaction described in Example 20.